From a dataset of the Open Reaction Database (ORD), a public repository of structured organic reaction records. describe an organic reaction: reactants, conditions, products, and yield Reactants: NC1=CC2=C(NC(O2)=O)C(=C1)C (6-amino-4-methyl-3H-benzoxazol-2-one), ClC1=NC=NC(=C1)Cl (4,6-dichloropyrimidine), TEA. Run in C(CCC)O (1-butanol). Product: ClC1=CC(=NC=N1)NC1=CC2=C(NC(O2)=O)C(=C1)C (6-(6-chloro-pyrimidin-4-ylamino)-4-methyl-3H-benzoxazol-2-one). Reaction SMILES: [NH2:1][C:2]1[CH:11]=[C:10]([CH3:12])[C:5]2[NH:6][C:7](=[O:9])[O:8][C:4]=2[CH:3]=1.[Cl:13][C:14]1[CH:19]=[C:18](Cl)[N:17]=[CH:16][N:15]=1>C(O)CCC>[Cl:13][C:14]1[N:15]=[CH:16][N:17]=[C:18]([NH:1][C:2]2[CH:11]=[C:10]([CH3:12])[C:5]3[NH:6][C:7](=[O:9])[O:8][C:4]=3[CH:3]=2)[CH:19]=1. Procedure: 400 mg (2.40 mmol) 6-amino-4-methyl-3H-benzoxazol-2-one, 400 mg (2.70 mmol) 4,6-dichloropyrimidine and 1.10 mL (8.00 mmol) TEA in 5 mL 1-butanol were stirred for 1 h at 100° C. After cooling to RT the reaction mixture was evaporated down and the residue was washed with water and saturated sodium hydrogen carbonate solution. The organic phase was dried on sodium sulphate, filtered and evaporated down. Starting materials: CC=1OC2=C(N1)C=CC(=C2)NC(OCC(Cl)(Cl)Cl)=O (2,2,2-trichloroethyl (2-methyl-1,3-benzoxazol-6-yl)carbamate), C1(=CC=CC=C1)C=1N=C(SC1)N1CCNCC1 (1-(4-phenyl-1,3-thiazol-2-yl)piperazine), C(C)(C)N(CC)C(C)C (diisopropylethylamine), CS(=O)C (dimethyl sulfoxide). Run in O (water). Yields the product CC=1OC2=C(N1)C=CC(=C2)NC(=O)N2CCN(CC2)C=2SC=C(N2)C2=CC=CC=C2 (N-(2-Methyl-1,3-benzoxazol-6-yl)-4-(4-phenyl-1,3-thiazol-2-yl)piperazine-1-carboxamide). RXN SMILES: [CH3:1][C:2]1[O:3][C:4]2[CH:10]=[C:9]([NH:11][C:12](=[O:19])OCC(Cl)(Cl)Cl)[CH:8]=[CH:7][C:5]=2[N:6]=1.[C:20]1([C:26]2[N:27]=[C:28]([N:31]3[CH2:36][CH2:35][NH:34][CH2:33][CH2:32]3)[S:29][CH:30]=2)[CH:25]=[CH:24][CH:23]=[CH:22][CH:21]=1.C(N(C(C)C)CC)(C)C.CS(C)=O>O>[CH3:1][C:2]1[O:3][C:4]2[CH:10]=[C:9]([NH:11][C:12]([N:34]3[CH2:35][CH2:36][N:31]([C:28]4[S:29][CH:30]=[C:26]([C:20]5[CH:25]=[CH:24][CH:23]=[CH:22][CH:21]=5)[N:27]=4)[CH2:32][CH2:33]3)=[O:19])[CH:8]=[CH:7][C:5]=2[N:6]=1. Procedure details: A solution of 2,2,2-trichloroethyl (2-methyl-1,3-benzoxazol-6-yl)carbamate (200 mg, 0.618 mmol), 1-(4-phenyl-1,3-thiazol-2-yl)piperazine (152 mg, 0.618 mmol), diisopropylethylamine (0.215 ml, 1.24 mmol) and dimethyl sulfoxide (4 ml) was stirred at 70° C. for 24 hours, and the reaction mixture was poured into water, and the mixture was extracted with ethyl acetate. The extract was washed with water, and dried over anhydrous magnesium sulfate. The solvent was distilled off under reduced pressure. ...